Dataset: the Open Reaction Database (ORD), a public repository of structured organic reaction records. Task: describe an organic reaction: reactants, conditions, products, and yield Starting materials: CN(C)C=O, CI, Nc1c(CC(=O)O)cccc1C(=O)c1ccccc1, [Na], O. Yields the product COC(=O)Cc1cccc(C(=O)c2ccccc2)c1N. RXN SMILES: [CH3:21][N:22]([CH3:23])[CH:24]=[O:25].[CH3:26][I:27].[NH2:2][c:3]1[c:4]([CH2:17][C:18](=[O:19])[OH:20])[cH:5][cH:6][cH:7][c:8]1[C:9]([c:10]1[cH:11][cH:12][cH:13][cH:14][cH:15]1)=[O:16].[Na:1].[OH2:28]>>[NH2:2][c:3]1[c:4]([CH2:17][C:18](=[O:19])[O:20][CH3:21])[cH:5][cH:6][cH:7][c:8]1[C:9]([c:10]1[cH:11][cH:12][cH:13][cH:14][cH:15]1)=[O:16].